This data is from the Open Reaction Database (ORD), a public repository of structured organic reaction records. The task is: describe an organic reaction: reactants, conditions, products, and yield The reactants are O (water), C(CCC)C1C(C2=C(C=CC=C2C1)Cl)=O (2-butyl-7-chloro-1-indanone), O (water), C1(=CC=CC=C1)B(O)O (phenylboronic acid), C([O-])([O-])=O.[Na+].[Na+] (sodium carbonate). Reagents/catalysts: C(C)(=O)[O-].[Pd+2].C(C)(=O)[O-] (palladium acetate). The solvent is C(CO)O (ethylene glycol). Run at temperature 125 celsius, time 5 hour. Yields the product C(CCC)C1C(C2=C(C=CC=C2C1)C1=CC=CC=C1)=O (2-Butyl-7-phenyl-1-indanone). The yield is 100.9%. RXN SMILES: [CH2:1]([CH:5]1[CH2:13][C:12]2[C:7](=[C:8](Cl)[CH:9]=[CH:10][CH:11]=2)[C:6]1=[O:15])[CH2:2][CH2:3][CH3:4].[C:16]1(B(O)O)[CH:21]=[CH:20][CH:19]=[CH:18][CH:17]=1.C(=O)([O-])[O-].[Na+].[Na+].O>C(O)CO.C([O-])(=O)C.[Pd+2].C([O-])(=O)C>[CH2:1]([CH:5]1[CH2:13][C:12]2[C:7](=[C:8]([C:16]3[CH:21]=[CH:20][CH:19]=[CH:18][CH:17]=3)[CH:9]=[CH:10][CH:11]=2)[C:6]1=[O:15])[CH2:2][CH2:3][CH3:4] |f:2.3.4,7.8.9|. Procedure details: Using a method similar to Example 16 d), 10.02 g (0.045 mol) of 2-butyl-7-chloro-1-indanone, 6.58 g (0.054 mol) of phenylboronic acid and 11.9 g (0.122 mol) of sodium carbonate were placed in 135 ml of ethylene glycol/27 ml of water in the reaction vessel, the mixture was degassed a number of times and saturated with argon. After addition of 5 mg (0.022 mmol) of palladium acetate and 0.051 g (0.09 mmol) of TMSPP, the reaction mixture was stirred for 5 hours at 125° C. After addition of 120 ml of... Starting materials: CNc1nc(SC)ncc1C#N, O=CO. Product: CNc1nc(SC)ncc1C=O. Reaction SMILES: [C:1](#[N:2])[c:3]1[c:4]([NH:11][CH3:12])[n:5][c:6]([S:9][CH3:10])[n:7][cH:8]1.[CH:13](=[O:14])[OH:15]>>[CH:1]([c:3]1[c:4]([NH:11][CH3:12])[n:5][c:6]([S:9][CH3:10])[n:7][cH:8]1)=[O:14].